Dataset: the Open Reaction Database (ORD), a public repository of structured organic reaction records. Task: describe an organic reaction: reactants, conditions, products, and yield Reactants: CCOCCl, COC(c1ccc(NC(=O)c2nccnc2C)cc1CC(C)C)(C(F)(F)F)C(F)(F)F, C1CCOC1, Cl, [H-], [Na+]. The product is CCOCN(C(=O)c1nccnc1C)c1ccc(C(OC)(C(F)(F)F)C(F)(F)F)c(CC(C)C)c1. Reaction SMILES: [CH2:34]([CH3:35])[O:36][CH2:37][Cl:38].[CH2:3]([CH:4]([CH3:5])[CH3:6])[c:7]1[cH:8][c:9]([NH:24][C:25](=[O:26])[c:27]2[n:28][cH:29][cH:30][n:31][c:32]2[CH3:33])[cH:10][cH:11][c:12]1[C:13]([C:14]([F:15])([F:16])[F:17])([C:18]([F:19])([F:20])[F:21])[O:22][CH3:23].[CH2:40]1[O:41][CH2:42][CH2:43][CH2:44]1.[ClH:39].[H-:1].[Na+:2]>>[CH2:3]([CH:4]([CH3:5])[CH3:6])[c:7]1[cH:8][c:9]([N:24]([C:25](=[O:26])[c:27]2[n:28][cH:29][cH:30][n:31][c:32]2[CH3:33])[CH2:37][O:36][CH2:34][CH3:35])[cH:10][cH:11][c:12]1[C:13]([C:14]([F:15])([F:16])[F:17])([C:18]([F:19])([F:20])[F:21])[O:22][CH3:23].